Dataset: the Open Reaction Database (ORD), a public repository of structured organic reaction records. Task: describe an organic reaction: reactants, conditions, products, and yield Reactants: CNCCCN(C)C, O=C(O)c1ccc(-c2nnc(CSCCOc3ccccc3)o2)cc1. The product is CN(C)CCCN(C)C(=O)c1ccc(-c2nnc(CSCCOc3ccccc3)o2)cc1. RXN SMILES: [CH3:26][N:27]([CH2:28][CH2:29][CH2:30][NH:31][CH3:32])[CH3:33].[O:1]([c:2]1[cH:3][cH:4][cH:5][cH:6][cH:7]1)[CH2:8][CH2:9][S:10][CH2:11][c:12]1[n:13][n:14][c:15](-[c:17]2[cH:18][cH:19][c:20]([C:21](=[O:22])[OH:23])[cH:24][cH:25]2)[o:16]1>>[O:1]([c:2]1[cH:3][cH:4][cH:5][cH:6][cH:7]1)[CH2:8][CH2:9][S:10][CH2:11][c:12]1[n:13][n:14][c:15](-[c:17]2[cH:18][cH:19][c:20]([C:21](=[O:23])[N:31]([CH2:30][CH2:29][CH2:28][N:27]([CH3:26])[CH3:33])[CH3:32])[cH:24][cH:25]2)[o:16]1. RXN SMILES: [C:1]([CH3:2])([CH3:3])([CH3:4])[O:5][C:6](=[O:7])[N:8]1[CH2:9][CH2:10][NH:11][CH2:12][CH2:13]1.[CH3:25][OH:26].[CH:20]1([CH2:21][Cl:22])[CH2:23][O:24]1.[Mg+2:14].[O-:15][S:16]([O-:17])(=[O:18])=[O:19]>>[C:1]([CH3:2])([CH3:3])([CH3:4])[O:5][C:6](=[O:7])[N:8]1[CH2:9][CH2:10][N:11]([CH2:23][CH:20]([CH2:21][Cl:22])[OH:24])[CH2:12][CH2:13]1. Starting materials: CC(C)(C)OC(=O)N1CCNCC1, CO, ClCC1CO1, [Mg+2], O=S(=O)([O-])[O-]. Product: CC(C)(C)OC(=O)N1CCN(CC(O)CCl)CC1. The reactants are COC(=O)Cn1c(C)cc2c(C(F)(F)F)c(C#N)ccc21, C1CCOC1. Product: Cc1cc2c(C(F)(F)F)c(C#N)ccc2n1CCO. As a reaction SMILES: [C:1](#[N:2])[c:3]1[c:4]([C:18]([F:19])([F:20])[F:21])[c:5]2[cH:6][c:7]([CH3:17])[n:8]([CH2:12][C:13](=[O:14])[O:15][CH3:16])[c:9]2[cH:10][cH:11]1.[CH2:22]1[O:23][CH2:24][CH2:25][CH2:26]1>>[C:1](#[N:2])[c:3]1[c:4]([C:18]([F:19])([F:20])[F:21])[c:5]2[cH:6][c:7]([CH3:17])[n:8]([CH2:12][CH2:13][OH:14])[c:9]2[cH:10][cH:11]1. Reactants: CC1(C)C(=O)N(Br)C(=O)N1Br, C1CCOC1, CC(C)CCn1ccc(O)c(C2=NS(=O)(=O)c3cc(NS(C)(=O)=O)ccc3N2)c1=O. The product is CC(C)CCn1cc(Br)c(O)c(C2=NS(=O)(=O)c3cc(NS(C)(=O)=O)ccc3N2)c1=O. RXN SMILES: [Br:31][N:32]1[C:33]([CH3:34])([CH3:35])[C:36](=[O:37])[N:38]([Br:39])[C:40]1=[O:41].[O:42]1[CH2:43][CH2:44][CH2:45][CH2:46]1.[OH:1][c:2]1[c:3]([C:14]2=[N:15][S:16](=[O:29])(=[O:30])[c:17]3[c:18]([cH:20][cH:21][c:22]([NH:24][S:25](=[O:26])(=[O:27])[CH3:28])[cH:23]3)[NH:19]2)[c:4](=[O:13])[n:5]([CH2:8][CH2:9][CH:10]([CH3:11])[CH3:12])[cH:6][cH:7]1>>[OH:1][c:2]1[c:3]([C:14]2=[N:15][S:16](=[O:29])(=[O:30])[c:17]3[c:18]([cH:20][cH:21][c:22]([NH:24][S:25](=[O:26])(=[O:27])[CH3:28])[cH:23]3)[NH:19]2)[c:4](=[O:13])[n:5]([CH2:8][CH2:9][CH:10]([CH3:11])[CH3:12])[cH:6][c:7]1[Br:31]. Reactants: N#CCNC(=O)C1CC(S(=O)(=O)c2ccccc2C(F)(F)F)CN1, Cl, O=C(O)c1ccncc1. The product is N#CCNC(=O)C1CC(S(=O)(=O)c2ccccc2C(F)(F)F)CN1C(=O)c1ccncc1. RXN SMILES: [C:2](#[N:3])[CH2:4][NH:5][C:6](=[O:7])[CH:8]1[NH:9][CH2:10][CH:11]([S:13](=[O:14])(=[O:15])[c:16]2[c:17]([C:22]([F:23])([F:24])[F:25])[cH:18][cH:19][cH:20][cH:21]2)[CH2:12]1.[ClH:1].[OH:26][C:27](=[O:28])[c:29]1[cH:30][cH:31][n:32][cH:33][cH:34]1>>[C:2](#[N:3])[CH2:4][NH:5][C:6](=[O:7])[CH:8]1[N:9]([C:27](=[O:26])[c:29]2[cH:30][cH:31][n:32][cH:33][cH:34]2)[CH2:10][CH:11]([S:13](=[O:14])(=[O:15])[c:16]2[c:17]([C:22]([F:23])([F:24])[F:25])[cH:18][cH:19][cH:20][cH:21]2)[CH2:12]1. Product: CC(C)(C)C(=O)Nc1cccc(P(c2ccccc2)c2ccccc2)n1. Starting materials: CC(C)(C)C(=O)Nc1cccc(Br)n1, CCOCC, ClP(c1ccccc1)c1ccccc1, O. RXN SMILES: [Br:1][c:2]1[cH:3][cH:4][cH:5][c:6]([NH:8][C:9]([C:10]([CH3:11])([CH3:12])[CH3:13])=[O:14])[n:7]1.[CH3:30][CH2:31][O:32][CH2:33][CH3:34].[Cl:15][P:16]([c:17]1[cH:18][cH:19][cH:20][cH:21][cH:22]1)[c:23]1[cH:24][cH:25][cH:26][cH:27][cH:28]1.[OH2:29]>>[c:2]1([P:16]([c:17]2[cH:18][cH:19][cH:20][cH:21][cH:22]2)[c:23]2[cH:24][cH:25][cH:26][cH:27][cH:28]2)[cH:3][cH:4][cH:5][c:6]([NH:8][C:9]([C:10]([CH3:11])([CH3:12])[CH3:13])=[O:14])[n:7]1. The reactants are CN1CCOCC1 (N-methylmorpholine), [OH-].[Na+] (NaOH), NC1=NNC=C1 (3-Aminopyrazole), C(C1=CC=CC=C1)(=O)Cl (Benzoyl chloride). The solvent is C1CCOC1 (THF), C(Cl)Cl (DCM), CO (methanol). Conditions: time 16 hour. Yields the product N1N=C(C=C1)NC(C1=CC=CC=C1)=O (N-(1H-pyrazol-3-yl)-benzamide). Yield: 86.8%. Reaction SMILES: [NH2:1][C:2]1[CH:6]=[CH:5][NH:4][N:3]=1.CN1CCOCC1.[C:14](Cl)(=[O:21])[C:15]1[CH:20]=[CH:19][CH:18]=[CH:17][CH:16]=1.[OH-].[Na+]>C(Cl)Cl.CO.C1COCC1>[NH:4]1[CH:5]=[CH:6][C:2]([NH:1][C:14](=[O:21])[C:15]2[CH:20]=[CH:19][CH:18]=[CH:17][CH:16]=2)=[N:3]1 |f:3.4|. Procedure: 3-Aminopyrazole (9 g, 108 mmol) was dissolved in DCM (250 ml). N-methylmorpholine (26.5 g, 262 mmol) was added in one portion. Benzoyl chloride (34.86 g, 248 mmol) was added slowly at room temperature. After stirring at room temperature for 16 hours, the mixture was concentrated under reduced pressure to give a solid. The solid was dissolved in methanol (200 ml). Aqueous solution of NaOH (2.5M, 120 ml, 300 mmol) was added slowly, and THF (50 ml) was added in order to obtain a homogeneous solutio... The reactants are CO, COC(=O)c1c(Nc2ccc(I)cc2F)cncc1-c1ccccc1F, [Na+], [OH-]. Reaction SMILES: [CH3:29][OH:30].[CH3:3][O:4][C:5]([c:6]1[c:7](-[c:21]2[c:22]([F:27])[cH:23][cH:24][cH:25][cH:26]2)[cH:8][n:9][cH:10][c:11]1[NH:12][c:13]1[c:14]([F:20])[cH:15][c:16]([I:19])[cH:17][cH:18]1)=[O:28].[Na+:2].[OH-:1]>>[O:4]=[C:5]([c:6]1[c:7](-[c:21]2[c:22]([F:27])[cH:23][cH:24][cH:25][cH:26]2)[cH:8][n:9][cH:10][c:11]1[NH:12][c:13]1[c:14]([F:20])[cH:15][c:16]([I:19])[cH:17][cH:18]1)[OH:28]. Product: O=C(O)c1c(Nc2ccc(I)cc2F)cncc1-c1ccccc1F. The reactants are [OH-].[Na+] (sodium hydroxide), C1(=CC=CC=C1)SC(C(=O)OC)CC1=CC=C(C=C1)OCCON=C(C)C1=CC=C(C=C1)C1=NC=CC=C1 (Methyl 2-phenylthio-3-[4-[2-[[1-[4-(2-pyridyl)phenyl]ethylidene]aminoxy]ethoxy]phenyl]propionate), CO (methanol). Solvent: O1CCOCC1 (dioxane). Run at temperature 50 celsius, time 4 hour. The product is C1(=CC=CC=C1)SC(C(=O)O)CC1=CC=C(C=C1)OCCON=C(C)C1=CC=C(C=C1)C1=NC=CC=C1 (2-Phenylthio-3-[4-[2-[[1-[4-(2-pyridyl)phenyl]ethylidene]aminoxy]ethoxy]phenyl]propionic acid). Yield: 95.1%. Reaction SMILES: [OH-].[Na+].[C:3]1([S:9][CH:10]([CH2:15][C:16]2[CH:21]=[CH:20][C:19]([O:22][CH2:23][CH2:24][O:25][N:26]=[C:27]([C:29]3[CH:34]=[CH:33][C:32]([C:35]4[CH:40]=[CH:39][CH:38]=[CH:37][N:36]=4)=[CH:31][CH:30]=3)[CH3:28])=[CH:18][CH:17]=2)[C:11]([O:13]C)=[O:12])[CH:8]=[CH:7][CH:6]=[CH:5][CH:4]=1.CO>O1CCOCC1>[C:3]1([S:9][CH:10]([CH2:15][C:16]2[CH:21]=[CH:20][C:19]([O:22][CH2:23][CH2:24][O:25][N:26]=[C:27]([C:29]3[CH:30]=[CH:31][C:32]([C:35]4[CH:40]=[CH:39][CH:38]=[CH:37][N:36]=4)=[CH:33][CH:34]=3)[CH3:28])=[CH:18][CH:17]=2)[C:11]([OH:13])=[O:12])[CH:4]=[CH:5][CH:6]=[CH:7][CH:8]=1 |f:0.1|. Reported procedure: 2.00 ml of a 1N aqueous sodium hydroxide solution was added to a mixture of 350 mg of methyl 2-phenylthio-3-[4-[2-[[1-[4(2-pyridyl)phenyl]ethylidene]aminoxy]ethoxy]phenyl]propionate obtained in Example 3, 3 ml of methanol and 2 ml of dioxane, and the mixture was stirred at 50° C. for 4 hours. After the reaction, the reaction mixture was concentrated and diluted with water. Then, the pH of the reaction mixture was adjusted to a value of 3 with 1N hydrochloric acid and extracted with ethyl acetate...